The task is: describe an organic reaction: reactants, conditions, products, and yield. This data is from the Open Reaction Database (ORD), a public repository of structured organic reaction records. The reactants are CC(C)COc1ccc(Br)cc1C=O, CC(=O)O[BH-](OC(C)=O)OC(C)=O, C1COCCN1, CC(=O)O, ClCCCl, [Na+]. Product: CC(C)COc1ccc(Br)cc1CN1CCOCC1. RXN SMILES: [Br:1][c:2]1[cH:3][cH:4][c:5]([O:10][CH2:11][CH:12]([CH3:13])[CH3:14])[c:6]([CH:7]=[O:8])[cH:9]1.[C:25]([O:26][BH-:27]([O:28][C:29](=[O:30])[CH3:31])[O:32][C:33](=[O:34])[CH3:35])(=[O:36])[CH3:37].[CH2:15]1[CH2:16][O:17][CH2:18][CH2:19][NH:20]1.[CH3:21][C:22](=[O:23])[OH:24].[Cl:39][CH2:40][CH2:41][Cl:42].[Na+:38]>>[Br:1][c:2]1[cH:3][cH:4][c:5]([O:10][CH2:11][CH:12]([CH3:13])[CH3:14])[c:6]([CH2:7][N:20]2[CH2:15][CH2:16][O:17][CH2:18][CH2:19]2)[cH:9]1. The reactants are N=C(c1ccccc1)c1ccccc1, Cc1ccccc1, CC(C)(C)[O-], O=C(C=Cc1ccccc1)C=Cc1ccccc1, O=C(C=Cc1ccccc1)C=Cc1ccccc1, O=C(C=Cc1ccccc1)C=Cc1ccccc1, Fc1cnc(Cl)nc1NCc1cc2cccc(Cl)c2nc1-c1ccccc1Cl, [Na+], [Pd], [Pd]. Product: Fc1cnc(N=C(c2ccccc2)c2ccccc2)nc1NCc1cc2cccc(Cl)c2nc1-c1ccccc1Cl. As a reaction SMILES: [C:29]([c:30]1[cH:31][cH:32][cH:33][cH:34][cH:35]1)([c:36]1[cH:37][cH:38][cH:39][cH:40][cH:41]1)=[NH:42].[CH3:105][c:106]1[cH:107][cH:108][cH:109][cH:110][cH:111]1.[CH3:43][C:44]([CH3:45])([O-:46])[CH3:47].[CH:51](=[CH:52][C:53]([CH:54]=[CH:55][c:56]1[cH:57][cH:58][cH:59][cH:60][cH:61]1)=[O:62])[c:63]1[cH:64][cH:65][cH:66][cH:67][cH:68]1.[CH:69](=[CH:70][C:71]([CH:72]=[CH:73][c:74]1[cH:75][cH:76][cH:77][cH:78][cH:79]1)=[O:80])[c:81]1[cH:82][cH:83][cH:84][cH:85][cH:86]1.[CH:87](=[CH:88][C:89]([CH:90]=[CH:91][c:92]1[cH:93][cH:94][cH:95][cH:96][cH:97]1)=[O:98])[c:99]1[cH:100][cH:101][cH:102][cH:103][cH:104]1.[Cl:1][c:2]1[n:3][cH:4][c:5]([F:28])[c:6]([NH:8][CH2:9][c:10]2[c:11](-[c:21]3[c:22]([Cl:27])[cH:23][cH:24][cH:25][cH:26]3)[n:12][c:13]3[c:14]([Cl:20])[cH:15][cH:16][cH:17][c:18]3[cH:19]2)[n:7]1.[Na+:48].[Pd:49].[Pd:50]>>[c:2]1([N:42]=[C:29]([c:30]2[cH:31][cH:32][cH:33][cH:34][cH:35]2)[c:36]2[cH:37][cH:38][cH:39][cH:40][cH:41]2)[n:3][cH:4][c:5]([F:28])[c:6]([NH:8][CH2:9][c:10]2[c:11](-[c:21]3[c:22]([Cl:27])[cH:23][cH:24][cH:25][cH:26]3)[n:12][c:13]3[c:14]([Cl:20])[cH:15][cH:16][cH:17][c:18]3[cH:19]2)[n:7]1. Reactants: CC(C)(C)OC(=O)NCc1ccc(C=O)cc1, C1CCC(N2CCC3(CCNC3)CC2)CC1, Cl, Cl. Product: CC(C)(C)OC(=O)NCc1ccc(CN2CCC3(CCN(C4CCCCC4)CC3)C2)cc1. Reaction SMILES: [CH:19](=[O:20])[c:21]1[cH:22][cH:23][c:24]([CH2:25][NH:26][C:27]([O:28][C:29]([CH3:30])([CH3:31])[CH3:32])=[O:33])[cH:34][cH:35]1.[CH:3]1([N:9]2[CH2:10][CH2:11][C:12]3([CH2:13][CH2:14][NH:15][CH2:16]3)[CH2:17][CH2:18]2)[CH2:4][CH2:5][CH2:6][CH2:7][CH2:8]1.[ClH:1].[ClH:2]>>[CH:3]1([N:9]2[CH2:10][CH2:11][C:12]3([CH2:13][CH2:14][N:15]([CH2:19][c:21]4[cH:22][cH:23][c:24]([CH2:25][NH:26][C:27]([O:28][C:29]([CH3:30])([CH3:31])[CH3:32])=[O:33])[cH:34][cH:35]4)[CH2:16]3)[CH2:17][CH2:18]2)[CH2:4][CH2:5][CH2:6][CH2:7][CH2:8]1. The reactants are O (Water), C(F)(F)(C(F)(F)C(F)(F)C(F)(F)C(F)(F)C(F)(F)C(F)(F)F)C(=O)F (C7F15COF). The product is C(F)(F)(C(F)(F)C(F)(F)C(F)(F)C(F)(F)C(F)(F)C(F)(F)F)C(=O)O (C7F15COOH). As a reaction SMILES: [OH2:1].[C:2]([C:24](F)=[O:25])([C:5]([C:8]([C:11]([C:14]([C:17]([C:20]([F:23])([F:22])[F:21])([F:19])[F:18])([F:16])[F:15])([F:13])[F:12])([F:10])[F:9])([F:7])[F:6])([F:4])[F:3]>>[C:2]([C:24]([OH:25])=[O:1])([C:5]([C:8]([C:11]([C:14]([C:17]([C:20]([F:22])([F:21])[F:23])([F:19])[F:18])([F:15])[F:16])([F:12])[F:13])([F:10])[F:9])([F:6])[F:7])([F:3])[F:4]. Procedure: A 250 ml PFA vessel equipped with a stirrer was used. Water (100 g, 5.6 mol) was temperature conditioned to 60° C. within the vessel, following which C7F15COF (50 g, 0.120 mol; prepared by the method described in JP-A 8-231462) having a purity of 99.9 wt % was added dropwise under stirring in an attempt to form C7F15COOH by a hydrolysis reaction. However, a gel formed, which made stirring impossible. Yields the product BrC=1C=C(C=C(C1)CO)O (3-Bromo-5-hydroxymethyl-phenol). The yield is 35.8%. Solvent: C1CCOC1 (THF). Procedure: To a solution of 3-bromo-5-hydroxy-benzoic acid (5.0 g, 23.4 mmol) in 40 mL of THF was added a solution of 1M LiAlH4 (30 mL), and the resulting solution was heated to reflux for 2 h. After cooling to room temperature, the reaction mixture was poured on ice and acidified with 10% aq. HCl. The solution was then filtered under vacuum and the filtrate was extracted with EtOAc. The organic extract was dried over anhydrous sodium sulfate and concentrated under reduced pressure. The crude material was ... Reactants: BrC=1C=C(C(=O)O)C=C(C1)O (3-bromo-5-hydroxy-benzoic acid), [H-].[H-].[H-].[H-].[Li+].[Al+3] (LiAlH4), Cl (HCl). As a reaction SMILES: [Br:1][C:2]1[CH:3]=[C:4]([CH:8]=[C:9]([OH:11])[CH:10]=1)[C:5](O)=[O:6].[H-].[H-].[H-].[H-].[Li+].[Al+3].Cl>C1COCC1>[Br:1][C:2]1[CH:10]=[C:9]([OH:11])[CH:8]=[C:4]([CH2:5][OH:6])[CH:3]=1 |f:1.2.3.4.5.6|. The reactants are [Na] (Sodium), C1(=CC=CC=C1)C(C(=O)C1=CC=CC=C1)=NN (benzilmonohydrazone), C1(=CC=CC=C1)CC(=O)OCC (ethyl phenylacetate). Run in C(C)O (ethanol). Product: C1(=CC=CC=C1)C=1C(NN=C(C1C1=CC=CC=C1)C1=CC=CC=C1)=O (4,5,6-triphenyl-2H-pyridazin-3-one). Yield: 30.0%. Reaction SMILES: [Na].[C:2]1([C:8](=[N:17][NH2:18])[C:9]([C:11]2[CH:16]=[CH:15][CH:14]=[CH:13][CH:12]=2)=O)[CH:7]=[CH:6][CH:5]=[CH:4][CH:3]=1.[C:19]1([CH2:25][C:26](OCC)=[O:27])[CH:24]=[CH:23][CH:22]=[CH:21][CH:20]=1>C(O)C>[C:19]1([C:25]2[C:26](=[O:27])[NH:18][N:17]=[C:8]([C:2]3[CH:7]=[CH:6][CH:5]=[CH:4][CH:3]=3)[C:9]=2[C:11]2[CH:16]=[CH:15][CH:14]=[CH:13][CH:12]=2)[CH:24]=[CH:23][CH:22]=[CH:21][CH:20]=1 |^1:0|. Procedure: Sodium (11.5 g) was allowed to react with ethanol and then benzilmonohydrazone (120 g) and ethyl phenylacetate (84 g) were added and the reaction mixture heated at reflux for 3 hours. The reaction was quenched in water and the suspension acidified. The resulting precipitate was separated and refluxed with acetonitrile, cooled and separated by filtration to obtain 4,5,6-triphenyl-2H-pyridazin-3-one (30 percent yield), m.p. 290°-292° C. The reactants are CSC1=CC=C(C=C1)Br (4-bromophenyl methyl sulfide), [Mg] (magnesium), II (iodine), [Mg] (magnesium), C(C1=CC=CC=C1)=O (benzaldehyde). Run in C(C)(=O)OCC (ethyl acetate), C(C)OCC (diethyl ether), C(C)OCC (diethyl ether), C(C)OCC (diethyl ether). The product is CSC1=CC=C(C(C2=CC=CC=C2)O)C=C1 (4-methylthiobenzhydrol). Yield: 63.5%. As a reaction SMILES: [CH3:1][S:2][C:3]1[CH:8]=[CH:7][C:6](Br)=[CH:5][CH:4]=1.[Mg].II.[CH:13](=[O:20])[C:14]1[CH:19]=[CH:18][CH:17]=[CH:16][CH:15]=1>C(OCC)C.C(OCC)(=O)C>[CH3:1][S:2][C:3]1[CH:8]=[CH:7][C:6]([CH:13]([OH:20])[C:14]2[CH:19]=[CH:18][CH:17]=[CH:16][CH:15]=2)=[CH:5][CH:4]=1. Reported procedure: A solution of 4-bromophenyl methyl sulfide (Aldrich) (3.3 g, 16.4 mmol) in 10 mL of dry diethyl ether is slowly added to a stirred suspension of magnesium turnings (0.44 g, 18.1 mmol) and three crystals of iodine in 10 mL of boiling dry diethyl ether. The reaction is heated at reflux for several hours until almost all the magnesium is consumed. The reaction is cooled to room temperature, and a solution of benzaldehyde (2.0 mL, 19.7 mmol) in 50 mL of dry diethyl ether is added dropwise. The react... The reactants are COc1cccc(S(N)(=O)=O)c1, CCC(=C(c1ccccc1)c1ccc(C=CC(=O)O)cc1)c1ccccc1. Product: CCC(=C(c1ccccc1)c1ccc(C=CC(=O)NS(=O)(=O)c2cccc(OC)c2)cc1)c1ccccc1. As a reaction SMILES: [CH3:28][O:29][c:30]1[cH:31][c:32]([S:36](=[O:37])(=[O:38])[NH2:39])[cH:33][cH:34][cH:35]1.[c:1]1([C:7](=[C:8]([CH2:9][CH3:10])[c:11]2[cH:12][cH:13][cH:14][cH:15][cH:16]2)[c:17]2[cH:18][cH:19][c:20]([CH:23]=[CH:24][C:25](=[O:26])[OH:27])[cH:21][cH:22]2)[cH:2][cH:3][cH:4][cH:5][cH:6]1>>[c:1]1([C:7](=[C:8]([CH2:9][CH3:10])[c:11]2[cH:12][cH:13][cH:14][cH:15][cH:16]2)[c:17]2[cH:18][cH:19][c:20]([CH:23]=[CH:24][C:25](=[O:26])[NH:39][S:36]([c:32]3[cH:31][c:30]([O:29][CH3:28])[cH:35][cH:34][cH:33]3)(=[O:37])=[O:38])[cH:21][cH:22]2)[cH:2][cH:3][cH:4][cH:5][cH:6]1.